describe an organic reaction: reactants, conditions, products, and yield From a dataset of the Open Reaction Database (ORD), a public repository of structured organic reaction records. Starting materials: Fc1ccc(Br)cc1, CC(C)(C)[PH+](C(C)(C)C)C(C)(C)C, C#CC(C)(C)O, Cc1ccccc1, C1CCC(NC2CCCCC2)CC1, [Cl-], [Na+], CC(=O)[O-], CC(=O)[O-], C1CCOC1, [Pd+2], Cc1ccc([B-](c2ccc(C)cc2)(c2ccc(C)cc2)c2ccc(C)cc2)cc1. Product: C#CC(C)(O)Cc1ccc(F)cc1. Reaction SMILES: [Br:56][c:57]1[cH:58][cH:59][c:60]([F:63])[cH:61][cH:62]1.[C:43]([PH+:44]([C:45]([CH3:46])([CH3:47])[CH3:48])[C:49]([CH3:50])([CH3:51])[CH3:52])([CH3:53])([CH3:54])[CH3:55].[CH3:64][C:65]([CH3:66])([C:67]#[CH:68])[OH:69].[CH3:81][c:82]1[cH:83][cH:84][cH:85][cH:86][cH:87]1.[CH:1]1([NH:2][CH:3]2[CH2:4][CH2:5][CH2:6][CH2:7][CH2:8]2)[CH2:9][CH2:10][CH2:11][CH2:12][CH2:13]1.[Cl-:71].[Na+:70].[O-:73][C:74]([CH3:75])=[O:76].[O-:77][C:78]([CH3:79])=[O:80].[O:88]1[CH2:89][CH2:90][CH2:91][CH2:92]1.[Pd+2:72].[c:14]1([CH3:15])[cH:16][cH:17][c:18]([B-:19]([c:20]2[cH:21][cH:22][c:23]([CH3:24])[cH:25][cH:26]2)([c:27]2[cH:28][cH:29][c:30]([CH3:31])[cH:32][cH:33]2)[c:34]2[cH:35][cH:36][c:37]([CH3:38])[cH:39][cH:40]2)[cH:41][cH:42]1>>[c:57]1([CH2:64][C:65]([CH3:66])([C:67]#[CH:68])[OH:69])[cH:58][cH:59][c:60]([F:63])[cH:61][cH:62]1. Reactants: CC(=O)OC1CC2=CC(O)C3C4CCC(C(C)C5OCC(C)(C)CO5)C4(C)CCC3C2(C)C2OC12, CCOC(C)=O, CCCCCC, CC(C)=O, Cc1ccc(S(=O)(=O)O)cc1. The product is CC(=O)OC1CC2=CC(O)C3C4CCC(C(C)C=O)C4(C)CCC3C2(C)C2OC12. Reaction SMILES: [C:1]([CH3:2])(=[O:3])[O:4][CH:5]1[CH2:6][C:7]2=[CH:8][CH:9]([OH:35])[CH:10]3[CH:11]4[CH2:12][CH2:13][CH:14]([CH:15]([CH3:16])[CH:17]5[O:18][CH2:24][C:21]([CH3:22])([CH3:23])[CH2:20][O:19]5)[C:25]4([CH3:34])[CH2:26][CH2:27][CH:28]3[C:29]2([CH3:33])[CH:30]2[CH:31]1[O:32]2.[C:53]([O:54][CH2:55][CH3:56])(=[O:57])[CH3:58].[CH3:47][CH2:48][CH2:49][CH2:50][CH2:51][CH3:52].[CH3:59][C:60](=[O:61])[CH3:62].[c:36]1([CH3:37])[cH:38][cH:39][c:40]([S:41]([OH:42])(=[O:43])=[O:44])[cH:45][cH:46]1>>[C:1]([CH3:2])(=[O:3])[O:4][CH:5]1[CH2:6][C:7]2=[CH:8][CH:9]([OH:35])[CH:10]3[CH:11]4[CH2:12][CH2:13][CH:14]([CH:15]([CH3:16])[CH:17]=[O:18])[C:25]4([CH3:34])[CH2:26][CH2:27][CH:28]3[C:29]2([CH3:33])[CH:30]2[CH:31]1[O:32]2. The reactants are BrCC#N (bromoacetonitrile), CC1=CC=C(C=C1)S(=O)[O-].[Na+] (sodium 4-methyl-benzenesulfinate). Reagents/catalysts: [Cl-].C(C1=CC=CC=C1)[N+](CC)(CC)CC (benzyltriethylammonium chloride). The solvent is C1(=CC=CC=C1)C (toluene), CN(C=O)C (dimethylformamide). Reaction conditions: time 24 hour. Yields the product C1(=CC=C(C=C1)S(=O)(=O)CC#N)C ((toluene-4-sulfonyl)-acetonitrile). Yield: 54.0%. Reaction SMILES: Br[CH2:2][C:3]#[N:4].[CH3:5][C:6]1[CH:11]=[CH:10][C:9]([S:12]([O-:14])=[O:13])=[CH:8][CH:7]=1.[Na+]>[Cl-].C([N+](CC)(CC)CC)C1C=CC=CC=1.C1(C)C=CC=CC=1.CN(C)C=O>[C:6]1([CH3:5])[CH:11]=[CH:10][C:9]([S:12]([CH2:2][C:3]#[N:4])(=[O:14])=[O:13])=[CH:8][CH:7]=1 |f:1.2,3.4|. Reported procedure: 3.37 g (28 mmol) of bromoacetonitrile and 640 mg (2.8 mmol) of benzyltriethylammonium chloride are added to a solution of 5 g (28 mmol) of sodium 4-methyl-benzenesulfinate in 50 ml of toluene and 50 ml of dimethylformamide. The reaction mixture is stirred at room temperature for 24 h. The heterogeneous mixture is filtered. The filtrate is evaporated and then purified on silica gel (heptane then heptane/ethyl acetate, 60/40 v/v). The product is triturated in heptane then filtered and dried. 2.95 ...